Dataset: the Open Reaction Database (ORD), a public repository of structured organic reaction records. Task: describe an organic reaction: reactants, conditions, products, and yield Starting materials: BrC1=C(C=CC=C1)CC(=O)O (2-bromophenylacetic acid), CSC=1C=C(N)C=CC1 (3-methylmercaptoaniline). The product is CSC=1C=C(C=CC1)NC1=C(C=CC=C1)CC(=O)O (2-[(3-methylmercaptophenyl)amino]phenylacetic acid). As a reaction SMILES: Br[C:2]1[CH:7]=[CH:6][CH:5]=[CH:4][C:3]=1[CH2:8][C:9]([OH:11])=[O:10].[CH3:12][S:13][C:14]1[CH:15]=[C:16]([CH:18]=[CH:19][CH:20]=1)[NH2:17]>>[CH3:12][S:13][C:14]1[CH:15]=[C:16]([NH:17][C:2]2[CH:7]=[CH:6][CH:5]=[CH:4][C:3]=2[CH2:8][C:9]([OH:11])=[O:10])[CH:18]=[CH:19][CH:20]=1. Procedure: In the manner described in example 3, 2-bromophenylacetic acid is condensed with 3-methylmercaptoaniline to yield 2-[(3-methylmercaptophenyl)amino]phenylacetic acid. Reaction SMILES: [CH2:25]([Cl:26])[Cl:27].[CH3:14][S:15](=[O:16])(=[O:17])[Cl:18].[CH3:19][CH2:20][CH2:21][CH2:22][NH:23][CH3:24].[OH:1][CH2:2][c:3]1[cH:4][c:5]([C:6](=[O:7])[O:8][CH3:9])[cH:10][c:11]([CH3:13])[cH:12]1>>[CH2:2]([c:3]1[cH:4][c:5]([C:6](=[O:7])[O:8][CH3:9])[cH:10][c:11]([CH3:13])[cH:12]1)[N:23]([CH2:22][CH2:21][CH2:20][CH3:19])[CH3:24]. The product is CCCCN(C)Cc1cc(C)cc(C(=O)OC)c1. Reactants: ClCCl, CS(=O)(=O)Cl, CCCCNC, COC(=O)c1cc(C)cc(CO)c1. The reactants are ClC=1C=CC2=C(C(=NCC=3N2C(=NN3)CCl)C3=C(C=CC=C3)Cl)C1 (8-chloro-1-(chloromethyl)-6-(o-chlorophenyl)-4H-s-triazolo[4,3-a][1,4]benzodiazepine), C1(CC1)CN ((cyclopropylmethyl)amine). The solvent is O1CCCC1 (tetrahydrofuran). The product is ClC=1C=CC2=C(C(=NCC=3N2C(=NN3)CNCC3CC3)C3=C(C=CC=C3)Cl)C1 (8-chloro-1-[[(cyclopropylmethyl)amino]methyl]-6-(o-chlorophenyl)-4H-s-triazolo[4,3-a][1,4]benzodiazepine). RXN SMILES: [Cl:1][C:2]1[CH:3]=[CH:4][C:5]2[N:11]3[C:12]([CH2:15]Cl)=[N:13][N:14]=[C:10]3[CH2:9][N:8]=[C:7]([C:17]3[CH:22]=[CH:21][CH:20]=[CH:19][C:18]=3[Cl:23])[C:6]=2[CH:24]=1.[CH:25]1([CH2:28][NH2:29])[CH2:27][CH2:26]1>O1CCCC1>[Cl:1][C:2]1[CH:3]=[CH:4][C:5]2[N:11]3[C:12]([CH2:15][NH:29][CH2:28][CH:25]4[CH2:27][CH2:26]4)=[N:13][N:14]=[C:10]3[CH2:9][N:8]=[C:7]([C:17]3[CH:22]=[CH:21][CH:20]=[CH:19][C:18]=3[Cl:23])[C:6]=2[CH:24]=1. Procedure details: In the manner given in Preparation 25, 8-chloro-1-(chloromethyl)-6-(o-chlorophenyl)-4H-s-triazolo[4,3-a][1,4]benzodiazepine is treated with (cyclopropylmethyl)amine in tetrahydrofuran at room temperature to give 8-chloro-1-[[(cyclopropylmethyl)amino]methyl]-6-(o-chlorophenyl)-4H-s-triazolo[4,3-a][1,4]benzodiazepine. Preparation 29 8 -Chloro-1-[[(cyclopropylmethyl)methylamino]methyl]-6-phenyl-4H-s-triazolo[4,3-a][1,4]benzodiazepine The reactants are C1C=CC2=CC=CC=C12 (indene), C1(=CC=CC=C1)P(Cl)C1=CC=CC=C1 (diphenylchlorophosphine), C(CCC)[Li] (butyl-lithium), solution, C(CCC)[Li] (butyl-lithium), C(CCC)[Sn](CCCC)(CCCC)Cl (tributyltin chloride). Run in CCCCCC (n-hexane), CCCCCC (n-hexane), C(C)OCC (diethyl ether). Run at temperature -20 celsius. The product is C(CCC)[Sn](CCCC)(CCCC)C=1C(C2=CC=CC=C2C1)P(C1=CC=CC=C1)C1=CC=CC=C1 (Tributylstannyl-diphenylphosphino-indene). The yield is 92.5%. As a reaction SMILES: [CH2:1]1[C:9]2[C:4](=[CH:5][CH:6]=[CH:7][CH:8]=2)[CH:3]=[CH:2]1.C([Li])CCC.[C:15]1([P:21]([C:23]2[CH:28]=[CH:27][CH:26]=[CH:25][CH:24]=2)Cl)[CH:20]=[CH:19][CH:18]=[CH:17][CH:16]=1.[CH2:29]([Sn:33](Cl)([CH2:38][CH2:39][CH2:40][CH3:41])[CH2:34][CH2:35][CH2:36][CH3:37])[CH2:30][CH2:31][CH3:32]>C(OCC)C.CCCCCC>[CH2:38]([Sn:33]([C:2]1[CH:3]([P:21]([C:23]2[CH:28]=[CH:27][CH:26]=[CH:25][CH:24]=2)[C:15]2[CH:20]=[CH:19][CH:18]=[CH:17][CH:16]=2)[C:4]2[C:9]([CH:1]=1)=[CH:8][CH:7]=[CH:6][CH:5]=2)([CH2:29][CH2:30][CH2:31][CH3:32])[CH2:34][CH2:35][CH2:36][CH3:37])[CH2:39][CH2:40][CH3:41]. Procedure: 10 g (0.086 mol) of indene were introduced into a round-bottomed flask, diluted with 200 ml of diethyl ether and cooled to -20° C. 36 ml of a 2.36 molar solution of butyl-lithium (0.085 mol) in n-hexane were added to this solution, the solution immediately assuming a yellow color. The cooling bath was removed and the reaction mixture was allowed to warm to room temperature and was stirred for a further hour. Thereafter, the reaction mixture was cooled again to 0° C. and 19 g (15.9 ml, 0.086 mol)... Starting materials: BrBr (bromine), [OH-].[Na+] (NaOH), crude product, BrC1=C(C(=O)O)C=C(C(=C1OC)OC)OC (2-bromo-3,4,5-trimethoxybenzoic acid), ice, O (water). The reagents and catalysts are [Cu] (copper). Solvent: C(C)O (ethanol). Reaction conditions: time 5 hour. Yields the product C(C1=CC=CC=C1)(=O)O (benzoic acid). The yield is 45.0%. RXN SMILES: BrBr.Br[C:4]1[C:12](OC)=[C:11](OC)[C:10](OC)=[CH:9][C:5]=1[C:6]([OH:8])=[O:7].[OH-].[Na+].O>C(O)C.[Cu]>[C:6]([OH:8])(=[O:7])[C:5]1[CH:9]=[CH:10][CH:11]=[CH:12][CH:4]=1 |f:2.3|. Reported procedure: A mixture of 1,2,3-Trimethoxybenzene (1.48 g) and 2-hydroxy-3,4,5-trimethoxybenzoic acid (2.00 g) is stirred in 40 ml of ≈9% solution of P2O5 in methanesulfonic acid at room temperature in a stoppered flask for 4 hours. The 2-hydroxy-3,4,5-trimethoxybenzoic acid was obtained by the method of Mayer and Fikentscher (Mayer and Fikentscher (1956) Chem. Ber. 89:511) from 3,4,5-trimethoxybenzoic acid by bromination and then copper-catalyzed replacement of bromine (by OH) of 2-bromo-3,4,5-trimethoxyben... The product is C(C)OC(C(C(=O)OC(C)(C)C)C1=NC(=NC=C1[N+](=O)[O-])NC1CCN(CC1)CCOC)=O (2-{2-[1-(2-Methoxy-ethyl)-piperidin-4-ylamino]-5-nitro-pyrimidin-4-yl}-malonic acid tert-butyl ester ethyl ester). Procedure details: To 1-(2-methoxy-ethyl)-piperidin-4-ylamine (4, 1.7 g, 11 mmol) in EtOH (20 mls) was added a solution of the 1:1 mixture of 2-(2-chloro-5-nitro-pyrimidin-4-yl)-malonic acid tert-butyl ester ethyl ester (3) and tert-butyl ethyl malonate (2) (˜5.3 mmol of 3) in EtOH (20 mls) dropwise with stirring. The resulting mixture was stirred at room temperature overnight and then diluted with EtOAc, washed with H2O (1×), sat'd NaCl (1×), dried (Na2SO4), and concentrated in vacuo. The resulting residue was pu... Run in CCO (EtOH), CCO (EtOH), CCOC(=O)C (EtOAc). Reactants: C(C)OC(C(C(=O)OC(C)(C)C)C1=NC(=NC=C1[N+](=O)[O-])Cl)=O (2-(2-Chloro-5-nitro-pyrimidin-4-yl)-malonic acid tert-butyl ester ethyl ester), C(CC(=O)OCC)(=O)OC(C)(C)C (tert-butyl ethyl malonate), COCCN1CCC(CC1)N (1-(2-methoxy-ethyl)-piperidin-4-ylamine). Reaction SMILES: [CH3:1][O:2][CH2:3][CH2:4][N:5]1[CH2:10][CH2:9][CH:8]([NH2:11])[CH2:7][CH2:6]1.[CH2:12]([O:14][C:15](=[O:34])[CH:16]([C:24]1[C:29]([N+:30]([O-:32])=[O:31])=[CH:28][N:27]=[C:26](Cl)[N:25]=1)[C:17]([O:19][C:20]([CH3:23])([CH3:22])[CH3:21])=[O:18])[CH3:13].C(OC(C)(C)C)(=O)CC(OCC)=O>CCO.CCOC(C)=O>[CH2:12]([O:14][C:15](=[O:34])[CH:16]([C:24]1[C:29]([N+:30]([O-:32])=[O:31])=[CH:28][N:27]=[C:26]([NH:11][CH:8]2[CH2:7][CH2:6][N:5]([CH2:4][CH2:3][O:2][CH3:1])[CH2:10][CH2:9]2)[N:25]=1)[C:17]([O:19][C:20]([CH3:23])([CH3:22])[CH3:21])=[O:18])[CH3:13]. The yield is 29.0%. Reactants: N1N=CC=C1 (pyrazole), ClC1=C(SC=2N=CN=C(C21)NCCC2=CC1=C(C=C2)OCO1)C (5-chloro-6-methyl-4-(3,4-methylenedioxyphenethylamino)-thieno-[2,3-d]-pyrimidine). Product: N1(N=CC=C1)C=1N=C(C2=C(N1)SC(=C2)C)NCCC2=CC1=C(C=C2)OCO1 (2-(pyrazol-1-yl)-6-methyl-4-(3,4-methylenedioxyphenethylamino)-thieno-[2,3-d]-pyrimidine). RXN SMILES: [NH:1]1[CH:5]=[CH:4][CH:3]=[N:2]1.Cl[C:7]1[C:15]2[C:14]([NH:16][CH2:17][CH2:18][C:19]3[CH:24]=[CH:23][C:22]4[O:25][CH2:26][O:27][C:21]=4[CH:20]=3)=[N:13][CH:12]=[N:11][C:10]=2[S:9][C:8]=1[CH3:28]>>[N:1]1([C:12]2[N:13]=[C:14]([NH:16][CH2:17][CH2:18][C:19]3[CH:24]=[CH:23][C:22]4[O:25][CH2:26][O:27][C:21]=4[CH:20]=3)[C:15]3[CH:7]=[C:8]([CH3:28])[S:9][C:10]=3[N:11]=2)[CH:5]=[CH:4][CH:3]=[N:2]1. Reported procedure: Following the procedure of Example 97, the reaction of pyrazole with 5-chloro-6-methyl-4-(3,4-methylenedioxyphenethylamino)-thieno-[2,3-d]-pyrimidine gives 2-(pyrazol-1-yl)-6-methyl-4-(3,4-methylenedioxyphenethylamino)-thieno-[2,3-d]-pyrimidine.